From a dataset of the Open Reaction Database (ORD), a public repository of structured organic reaction records. describe an organic reaction: reactants, conditions, products, and yield The reactants are 20, C(F)(F)F (CHF3), 20, 12a, C(F)(F)(F)F (CF4), 12b. Product: C(F)(F)F.C(F)(F)(F)F (CHF3 CF4). As a reaction SMILES: [CH:1]([F:4])([F:3])[F:2].[C:5]([F:9])([F:8])([F:7])[F:6]>>[CH:1]([F:4])([F:3])[F:2].[C:5]([F:9])([F:8])([F:7])[F:6] |f:2.3|. Procedure: SU8 membranes such as fabricated in Example 1 were inserted into the PlasmaLab 80 machine and treated for 1 to 10 minutes at a CHF3 flow of 20 sccm and an CF4 flow of 20 sccm. The background pressure was 25 mT and the plasma generator power was 300 W. The results of SEM morphology measurements, as well as water contact angle and AFM roughness analysis are shown in FIGS. 12a and 12b, respectively. Reactants: BrB(Br)Br, O=C([O-])O, COc1cc(C(=O)N2CCCC(N(C)C)c3ccccc32)ccc1NC(=O)c1ccccc1C, ClCCl, [Na+], O. As a reaction SMILES: [B:35]([Br:36])([Br:37])[Br:38].[C:40](=[O:41])([O-:42])[OH:43].[CH3:1][N:2]([CH:3]1[CH2:4][CH2:5][CH2:6][N:7]([C:14]([c:15]2[cH:16][c:17]([O:31][CH3:32])[c:18]([NH:21][C:22]([c:23]3[c:24]([CH3:29])[cH:25][cH:26][cH:27][cH:28]3)=[O:30])[cH:19][cH:20]2)=[O:33])[c:8]2[c:9]1[cH:10][cH:11][cH:12][cH:13]2)[CH3:34].[Cl:45][CH2:46][Cl:47].[Na+:44].[OH2:39]>>[CH3:1][N:2]([CH:3]1[CH2:4][CH2:5][CH2:6][N:7]([C:14]([c:15]2[cH:16][c:17]([OH:31])[c:18]([NH:21][C:22]([c:23]3[c:24]([CH3:29])[cH:25][cH:26][cH:27][cH:28]3)=[O:30])[cH:19][cH:20]2)=[O:33])[c:8]2[c:9]1[cH:10][cH:11][cH:12][cH:13]2)[CH3:34]. Yields the product Cc1ccccc1C(=O)Nc1ccc(C(=O)N2CCCC(N(C)C)c3ccccc32)cc1O. Starting materials: [Br-], C1CCOC1, Cc1c(C(=O)CN(Cc2ccccc2)C(C)C)nn(-c2ccccc2Cl)c1-c1ccc(Cl)cc1, C[Mg+]. Product: Cc1c(C(C)(O)CN(Cc2ccccc2)C(C)C)nn(-c2ccccc2Cl)c1-c1ccc(Cl)cc1. RXN SMILES: [Br-:1].[CH2:38]1[O:39][CH2:40][CH2:41][CH2:42]1.[CH2:4]([c:5]1[cH:6][cH:7][cH:8][cH:9][cH:10]1)[N:11]([CH2:12][C:13](=[O:14])[c:15]1[n:16][n:17](-[c:28]2[c:29]([Cl:34])[cH:30][cH:31][cH:32][cH:33]2)[c:18](-[c:21]2[cH:22][cH:23][c:24]([Cl:27])[cH:25][cH:26]2)[c:19]1[CH3:20])[CH:35]([CH3:36])[CH3:37].[CH3:2][Mg+:3]>>[CH3:2][C:13]([CH2:12][N:11]([CH2:4][c:5]1[cH:6][cH:7][cH:8][cH:9][cH:10]1)[CH:35]([CH3:36])[CH3:37])([OH:14])[c:15]1[n:16][n:17](-[c:28]2[c:29]([Cl:34])[cH:30][cH:31][cH:32][cH:33]2)[c:18](-[c:21]2[cH:22][cH:23][c:24]([Cl:27])[cH:25][cH:26]2)[c:19]1[CH3:20]. The reactants are C(C)=O (acetaldehyde), ice water, Cl (HCl), CC(=O)C.C(=O)O.C(=O)O (acetone dicarboxylic acid), C(C1=CC=CC=C1)N (benzylamine), C([O-])(O)=O.[Na+] (sodium bicarbonate). Run at time 78 hour. RXN SMILES: [CH3:1][C:2]([CH3:4])=O.[CH:5]([OH:7])=O.C(O)=O.[CH:11](=O)[CH3:12].[CH2:14]([NH2:21])[C:15]1[CH:20]=[CH:19][CH:18]=[CH:17][CH:16]=1.Cl.[C:23](=O)(O)[O-].[Na+]>O>[CH2:14]([N:21]1[C@@H:2]([CH3:4])[CH2:1][C:5](=[O:7])[CH2:23][C@@H:11]1[CH3:12])[C:15]1[CH:20]=[CH:19][CH:18]=[CH:17][CH:16]=1 |f:0.1.2,6.7|. The product is C(C1=CC=CC=C1)N1[C@H](CC(C[C@@H]1C)=O)C (trans-1-benzyl-2,6-dimethylpiperidin-4-one). Reported procedure: The 1 L 3-necked roundbottom flask, equipped with mechanical stirrer, reflux condenser, thermometer and addition funnel was charged with the solution of acetone dicarboxylic acid (40 g, 0.28 mol) in water (100 ml). The stirred solution was treated with acetaldehyde (25.3 g. 0.55 mol) at ambient temp. for 10 min., then benzylamine (30 ml, 0.28 mol) was added in small portions over 15 min. Vigorous gas evolution was observed and was moderated by use of a cooling bath (ice-water). The resulting yel... Run in O (water). The reactants are C1(=CC=CC=C1)C1=NSC(=N1)NC(=O)[C@H]1NCCCC1 ((S)-Piperidine-2-carboxylic acid (3-phenyl-1,2,4-thiadiazol-5-yl)-amide), Cl (hydrochloride), C(C)(C)N(C(C)C)CC (N,N-diisopropylethylamine), ClC=1C(=NC=C(C1)C(F)(F)F)F (3-chloro-2-fluoro-5-trifluoromethylpyridine). The solvent is CS(=O)C (DMSO). Conditions: temperature 100 celsius. Yields the product C1(=CC=CC=C1)C1=NSC(=N1)NC(=O)[C@H]1N(CCCC1)C1=NC=C(C=C1Cl)C(F)(F)F ((S)-3′-Chloro-5′-trifluoromethyl-3,4,5,6-tetrahydro-2H-1,2′-bipyridinyl-2-carboxylic acid (3-phenyl-1,2,4-thiadiazol-5-yl)-amide). As a reaction SMILES: [C:1]1([C:7]2[N:11]=[C:10]([NH:12][C:13]([C@@H:15]3[CH2:20][CH2:19][CH2:18][CH2:17][NH:16]3)=[O:14])[S:9][N:8]=2)[CH:6]=[CH:5][CH:4]=[CH:3][CH:2]=1.Cl.C(N(CC)C(C)C)(C)C.[Cl:31][C:32]1[C:33](F)=[N:34][CH:35]=[C:36]([C:38]([F:41])([F:40])[F:39])[CH:37]=1>CS(C)=O>[C:1]1([C:7]2[N:11]=[C:10]([NH:12][C:13]([C@@H:15]3[CH2:20][CH2:19][CH2:18][CH2:17][N:16]3[C:33]3[C:32]([Cl:31])=[CH:37][C:36]([C:38]([F:41])([F:39])[F:40])=[CH:35][N:34]=3)=[O:14])[S:9][N:8]=2)[CH:2]=[CH:3][CH:4]=[CH:5][CH:6]=1. Reported procedure: To a stirred solution of (S)-Piperidine-2-carboxylic acid (3-phenyl-1,2,4-thiadiazol-5-yl)-amide; hydrochloride (70 mg; 0.215 mmol) and N,N-diisopropylethylamine (0.037 mL; 0.215 mmol) in DMSO (1 mL) is added 3-chloro-2-fluoro-5-trifluoromethylpyridine (42.9 mg; 0.215 mmol). The reaction mixture is heated at 100° C. for 4 hours. Purification by flash chromatography on silica gel using methanol/methylene chloride provides the title compound, m/z 468 [M+H+]. The reactants are BrC(C(=O)Br)C (α-bromopropionyl bromide), [Cl-].[Al+3].[Cl-].[Cl-] (aluminum chloride), ClC=1C=CC=C2CCC(NC12)=O (8-chloro-3,4-dihydrocarbostyril). Run in C(=S)=S (carbon disulfide). Run at time 8 hour. Yields the product ClC=1C=C(C=C2CCC(NC12)=O)C(C(C)Br)=O (8-chloro-6-α-bromopropionyl-3,4-dihydrocarbostyril). Isolated yield 68.8%. Reaction SMILES: [Br:1][CH:2]([CH3:6])[C:3](Br)=[O:4].[Cl-].[Al+3].[Cl-].[Cl-].[Cl:11][C:12]1[CH:13]=[CH:14][CH:15]=[C:16]2[C:21]=1[NH:20][C:19](=[O:22])[CH2:18][CH2:17]2>C(=S)=S>[Cl:11][C:12]1[CH:13]=[C:14]([C:3](=[O:4])[CH:2]([Br:1])[CH3:6])[CH:15]=[C:16]2[C:21]=1[NH:20][C:19](=[O:22])[CH2:18][CH2:17]2 |f:1.2.3.4|. Reported procedure: To a solution of α-bromopropionyl bromide (60 g) and aluminum chloride (40 g) in carbon disulfide (100 ml) was added 8-chloro-3,4-dihydrocarbostyril (10 g). After refluxing the mixture for 5 hours, carbon disulfide was evaporated and heated at 70° to 80° C. for 5 hours. The reaction mixture was poured into ice water and allowed to stand overnight. The mixture was extracted with chloroform and the chloroform layer was washed with water, dried and treated with activated carbon followed by evaporat... The reactants are O=C([O-])[O-], CC(C)(C)OC(=O)NC1CCNC1, CN(C)C=O, Cc1ccnc(F)c1, [K+], [K+], O. Yields the product Cc1ccnc(N2CCC(NC(=O)OC(C)(C)C)C2)c1. RXN SMILES: [C:22](=[O:23])([O-:24])[O-:25].[C:9]([CH3:10])([CH3:11])([CH3:12])[O:13][C:14](=[O:15])[NH:16][CH:17]1[CH2:18][NH:19][CH2:20][CH2:21]1.[CH3:29][N:30]([CH3:31])[CH:32]=[O:33].[F:1][c:2]1[n:3][cH:4][cH:5][c:6]([CH3:8])[cH:7]1.[K+:26].[K+:27].[OH2:28]>>[c:2]1([N:19]2[CH2:18][CH:17]([NH:16][C:14]([O:13][C:9]([CH3:10])([CH3:11])[CH3:12])=[O:15])[CH2:21][CH2:20]2)[n:3][cH:4][cH:5][c:6]([CH3:8])[cH:7]1.